This data is from the Open Reaction Database (ORD), a public repository of structured organic reaction records. The task is: describe an organic reaction: reactants, conditions, products, and yield Starting materials: S1C=NC=C1 (thiazole), C(CCC)[Li] (n-butyl lithium), C(CC)N(C(=O)C=1C=C(C(=O)OC)C=C(C1)I)CCC (methyl 3-[(dipropylamino)carbonyl]-5-iodobenzoate). Reagents/catalysts: C=1C=CC(=CC1)[P](C=2C=CC=CC2)(C=3C=CC=CC3)[Pd]([P](C=4C=CC=CC4)(C=5C=CC=CC5)C=6C=CC=CC6)([P](C=7C=CC=CC7)(C=8C=CC=CC8)C=9C=CC=CC9)[P](C=1C=CC=CC1)(C=1C=CC=CC1)C=1C=CC=CC1 (Pd(PPh3)4), [Cl-].[Zn+2].[Cl-] (Zinc chloride). Solvent: C1CCOC1 (THF), C1CCOC1 (THF). Run at temperature 0 celsius, time 30 minute. The product is C(CC)N(C(=O)C=1C=C(C(=O)OC)C=C(C1)C=1SC=CN1)CCC (methyl 3-[(dipropylamino)carbonyl]-5-(1,3-thiazol-2-yl)benzoate). The yield is 99.1%. As a reaction SMILES: [S:1]1[CH:5]=[CH:4][N:3]=[CH:2]1.C([Li])CCC.[CH2:11]([N:14]([CH2:28][CH2:29][CH3:30])[C:15]([C:17]1[CH:18]=[C:19]([CH:24]=[C:25](I)[CH:26]=1)[C:20]([O:22][CH3:23])=[O:21])=[O:16])[CH2:12][CH3:13]>C1COCC1.[Cl-].[Zn+2].[Cl-].C1C=CC([P]([Pd]([P](C2C=CC=CC=2)(C2C=CC=CC=2)C2C=CC=CC=2)([P](C2C=CC=CC=2)(C2C=CC=CC=2)C2C=CC=CC=2)[P](C2C=CC=CC=2)(C2C=CC=CC=2)C2C=CC=CC=2)(C2C=CC=CC=2)C2C=CC=CC=2)=CC=1>[CH2:28]([N:14]([CH2:11][CH2:12][CH3:13])[C:15]([C:17]1[CH:18]=[C:19]([CH:24]=[C:25]([C:2]2[S:1][CH:5]=[CH:4][N:3]=2)[CH:26]=1)[C:20]([O:22][CH3:23])=[O:21])=[O:16])[CH2:29][CH3:30] |f:4.5.6,^1:42,44,63,82|. Procedure details: To a −78° C. solution of thiazole (1.2 g) in THF (25 mL) was added n-butyl lithium (1.6 M in hexanes, 10 mL). The mixture was stirred for 30 min and then allowed to warm to 0° C. in an ice/water bath. Zinc chloride (1M in ethyl ether, 40 mL) was added and the mixture was stirred for 1 h, at which time methyl 3-[(dipropylamino)carbonyl]-5-iodobenzoate (5.1 g) in THF (20 mL) was added, followed by Pd(PPh3)4 (palladium tetrakis triphenylphosphine) (0.68 g). The mixture was then heated at 80° C. for... The reactants are O1C(=NC2=C1C=CC=C2)SC2C(NC(S2)=O)=O (5-(Benzoxazol-2-ylsulfanyl)-thiazolidine-2,4-dione), ClC1=CC=C(C=C1)C#CCBr ([3-(4-chlorophenyl)-prop-2-ynyl]-bromide), FC=1C=C(C=C(C1)F)C#CCBr ([3-(3,5-Bis(fluoro)phenyl)-prop-2-ynyl]-bromide). The product is O1C(=NC2=C1C=CC=C2)SC2(C(NC(S2)=O)=O)CC#CC2=CC=C(C=C2)Cl (5-(Benzoxazol-2-ylsulfanyl)-5-[3-(4-chlorophenyl)-prop-2-ynyl]-thiazolidine-2,4-dione). Reaction SMILES: [O:1]1[C:5]2[CH:6]=[CH:7][CH:8]=[CH:9][C:4]=2[N:3]=[C:2]1[S:10][CH:11]1[S:15][C:14](=[O:16])[NH:13][C:12]1=[O:17].[Cl:18][C:19]1[CH:24]=[CH:23][C:22]([C:25]#[C:26][CH2:27]Br)=[CH:21][CH:20]=1.FC1C=C(C#CCBr)C=C(F)C=1>>[O:1]1[C:5]2[CH:6]=[CH:7][CH:8]=[CH:9][C:4]=2[N:3]=[C:2]1[S:10][C:11]1([CH2:27][C:26]#[C:25][C:22]2[CH:23]=[CH:24][C:19]([Cl:18])=[CH:20][CH:21]=2)[S:15][C:14](=[O:16])[NH:13][C:12]1=[O:17]. Reported procedure: Prepared from 5-(benzoxazol-2-ylsulfanyl)-thiazolidine-2,4-dione, (III), Example 89 and [3-(4-chlorophenyl)-prop-2-ynyl]-bromide of formula (IX), Example mp 137°-139° C.; Anal. Calc. for C19H11ClN2O3S2 : C, 55.80; H, 2.67; N, 6.75; Found: C, 54.92; H, 2.76; N, 6.82. The reactants are Cc1ccc(N)cc1C(=O)c1ccc(Nc2ccc(F)cc2F)cc1Cl, O=C=NC1CCCCC1, c1ccncc1. Product: Cc1ccc(NC(=O)NC2CCCCC2)cc1C(=O)c1ccc(Nc2ccc(F)cc2F)cc1Cl. Reaction SMILES: [NH2:1][c:2]1[cH:3][cH:4][c:5]([CH3:26])[c:6]([C:8](=[O:9])[c:10]2[c:11]([Cl:25])[cH:12][c:13]([NH:16][c:17]3[c:18]([F:24])[cH:19][c:20]([F:23])[cH:21][cH:22]3)[cH:14][cH:15]2)[cH:7]1.[O:27]=[C:28]=[N:29][CH:30]1[CH2:31][CH2:32][CH2:33][CH2:34][CH2:35]1.[cH:36]1[cH:37][cH:38][n:39][cH:40][cH:41]1>>[NH:1]([c:2]1[cH:3][cH:4][c:5]([CH3:26])[c:6]([C:8](=[O:9])[c:10]2[c:11]([Cl:25])[cH:12][c:13]([NH:16][c:17]3[c:18]([F:24])[cH:19][c:20]([F:23])[cH:21][cH:22]3)[cH:14][cH:15]2)[cH:7]1)[C:28](=[O:27])[NH:29][CH:30]1[CH2:31][CH2:32][CH2:33][CH2:34][CH2:35]1. Reactants: CC(C)(C)[Si](C)(C)Cl, CN(C)C=O, Cc1cc(O)cc(C)c1-c1cccc(C=O)c1, c1c[nH]cn1. Product: Cc1cc(O[Si](C)(C)C(C)(C)C)cc(C)c1-c1cccc(C=O)c1. Reaction SMILES: [C:1]([CH3:2])([CH3:3])([CH3:4])[Si:5]([CH3:6])([CH3:7])[Cl:8].[O:31]=[CH:32][N:33]([CH3:34])[CH3:35].[OH:9][c:10]1[cH:11][c:12]([CH3:25])[c:13](-[c:17]2[cH:18][c:19]([CH:23]=[O:24])[cH:20][cH:21][cH:22]2)[c:14]([CH3:16])[cH:15]1.[nH:26]1[cH:27][cH:28][n:29][cH:30]1>>[C:1]([CH3:2])([CH3:3])([CH3:4])[Si:5]([CH3:6])([CH3:7])[O:9][c:10]1[cH:11][c:12]([CH3:25])[c:13](-[c:17]2[cH:18][c:19]([CH:23]=[O:24])[cH:20][cH:21][cH:22]2)[c:14]([CH3:16])[cH:15]1. Reaction SMILES: [CH3:10][C:11]([Cl:12])=[O:13].[Cl:2][CH:3]([CH2:4][NH2:5])[CH2:6][CH2:7][CH2:8][Cl:9].[ClH:1]>>[Cl:2][CH:3]([CH2:4][NH:5][C:11]([CH3:10])=[O:13])[CH2:6][CH2:7][CH2:8][Cl:9]. Reactants: CC(=O)Cl, NCC(Cl)CCCCl, Cl. Product: CC(=O)NCC(Cl)CCCCl. The reactants are FC=1C=C(C(=O)OCC)C=CC1F (ethyl 3,4-difluorobenzoate), C(C)(C)(C)OC(=O)N1CCNCC1 (4-(t-butoxycarbonyl)piperazine). Product: FC=1C(=C(C(=O)OCC)C=CC1)CCCCN1CCN(CC1)C(=O)OC(C)(C)C (ethyl 3-fluoro-[4-[4-(t-butoxycarbonyl)piperazin-1-yl]butyl]-benzoate). Reaction SMILES: [F:1][C:2]1[CH:3]=[C:4]([CH:10]=[CH:11][C:12]=1F)[C:5]([O:7][CH2:8][CH3:9])=[O:6].[C:14]([O:18][C:19]([N:21]1[CH2:26][CH2:25][NH:24][CH2:23][CH2:22]1)=[O:20])([CH3:17])([CH3:16])[CH3:15]>>[F:1][C:2]1[C:3]([CH2:3][CH2:2][CH2:12][CH2:11][N:24]2[CH2:25][CH2:26][N:21]([C:19]([O:18][C:14]([CH3:17])([CH3:15])[CH3:16])=[O:20])[CH2:22][CH2:23]2)=[C:4]([CH:10]=[CH:11][CH:12]=1)[C:5]([O:7][CH2:8][CH3:9])=[O:6]. Reported procedure: Step (c) of Example 75 was repeated, except that the compound prepared in step (a) of Example 81 was used and 4-(t-butoxycarbonyl)piperazine was used instead of 4-(3,3-diphenyl-1-propyl)piperazine. Thus, ethyl 3-fluoro-[4-[4-(t-butoxycarbonyl)piperazin-1-yl]butyl]-benzoate was prepared.